Dataset: the Open Reaction Database (ORD), a public repository of structured organic reaction records. Task: describe an organic reaction: reactants, conditions, products, and yield The reactants are azodicarboxylic dipiperidide, C(CCC)P(CCCC)CCCC (tributylphosphine), C(C)O[C@H](C(=O)OCC)CC1=CC=C(C=C1)O ((S)-ethyl 2-ethoxy-3-(4-hydroxyphenyl)-propionate), [Si](C)(C)(C(C)(C)C)COC/C=C(\C)/C1=CC=C(C=C1)C1=CC=C(C=C1)/C(=C/CO)/C ((E)(E) 3-(4′-{3-[(tert-butyidimethylsilanyl)-methoxy]-1-methylpropenyl}-biphenyl-4-yl)-but-2-en-1-ol). The solvent is C1CCOC1 (THF), O (water), C(C)(=O)OCC (ethyl acetate). Conditions: time 18 hour. The product is C(C)OC([C@H](CC1=CC=C(C=C1)OC\C=C(/C)\C1=CC=C(C=C1)C1=CC=C(C=C1)\C(=C\COC[Si](C)(C)C(C)(C)C)\C)OCC)=O ((E)(E)(S) 3-{4-[3-(4′-{3-[(tert-butyldimethylsilanyl)-methoxy]-1-methylpropenyl}-biphenyl-4-yl)-but-2-enyloxy]-phenyl}-2-ethoxy-propionic acid ethyl ester). The yield is 76.2%. As a reaction SMILES: C(P(CCCC)CCCC)CCC.[CH2:14]([O:16][C@@H:17]([CH2:23][C:24]1[CH:29]=[CH:28][C:27]([OH:30])=[CH:26][CH:25]=1)[C:18]([O:20][CH2:21][CH3:22])=[O:19])[CH3:15].[Si:31]([CH2:38][O:39][CH2:40]/[CH:41]=[C:42](/[C:44]1[CH:49]=[CH:48][C:47]([C:50]2[CH:55]=[CH:54][C:53](/[C:56](/[CH3:60])=[CH:57]/[CH2:58]O)=[CH:52][CH:51]=2)=[CH:46][CH:45]=1)\[CH3:43])([C:34]([CH3:37])([CH3:36])[CH3:35])([CH3:33])[CH3:32]>C1COCC1.O.C(OCC)(=O)C>[CH2:21]([O:20][C:18](=[O:19])[C@@H:17]([O:16][CH2:14][CH3:15])[CH2:23][C:24]1[CH:25]=[CH:26][C:27]([O:30][CH2:58]/[CH:57]=[C:56](/[C:53]2[CH:54]=[CH:55][C:50]([C:47]3[CH:48]=[CH:49][C:44](/[C:42](/[CH3:43])=[CH:41]/[CH2:40][O:39][CH2:38][Si:31]([C:34]([CH3:37])([CH3:36])[CH3:35])([CH3:33])[CH3:32])=[CH:45][CH:46]=3)=[CH:51][CH:52]=2)\[CH3:60])=[CH:28][CH:29]=1)[CH3:22]. Procedure: Under a atmosphere of nitrogen, azodicarboxylic dipiperidide (0.91 g, 3.62 mmol) was added at 0–5° C. to a stirred solution of tributylphosphine (0.89 mL, 3.62 mmol), (S)-ethyl 2-ethoxy-3-(4-hydroxyphenyl)-propionate (0.60 g, 2.53 mmol) and (E)(E) 3-(4′-{3-[(tert-butyidimethylsilanyl)-methoxy]-1-methylpropenyl}-biphenyl-4-yl)-but-2-en-1-ol (1.02 g, 2.41 mmol) in dry THF (15 ml). The mixture was warmed to room temperature, and stirred for 18 h. The resulting mixture was diluted with water and eth...